This data is from the Open Reaction Database (ORD), a public repository of structured organic reaction records. The task is: describe an organic reaction: reactants, conditions, products, and yield Starting materials: Cl (HCl), O.[OH-].[Li+] (Lithium hydroxide, monohydrate), CNC(=O)NC=1C=C(C=CC1)C1=CN=C2N1N=CC(=C2)C=2C=C(C(=O)OC)C=CC2 (methyl 3-[3-(3-{[(methylamino)carbonyl]amino}phenyl)imidazo[1,2-b]pyridazin-7-yl]benzoate), C1CCOC1 (THF). The solvent is CO (methanol), O (water). Reaction conditions: time 4 hour. Yields the product CNC(=O)NC=1C=C(C=CC1)C1=CN=C2N1N=CC(=C2)C=2C=C(C(=O)O)C=CC2 (3-[3-(3-{[(methylamino)carbonyl]amino}phenyl)imidazo[1,2-b]pyridazin-7-yl]benzoic acid). As a reaction SMILES: O.[OH-].[Li+].[CH3:4][NH:5][C:6]([NH:8][C:9]1[CH:10]=[C:11]([C:15]2[N:19]3[N:20]=[CH:21][C:22]([C:24]4[CH:25]=[C:26]([CH:31]=[CH:32][CH:33]=4)[C:27]([O:29]C)=[O:28])=[CH:23][C:18]3=[N:17][CH:16]=2)[CH:12]=[CH:13][CH:14]=1)=[O:7].C1COCC1.Cl>CO.O>[CH3:4][NH:5][C:6]([NH:8][C:9]1[CH:10]=[C:11]([C:15]2[N:19]3[N:20]=[CH:21][C:22]([C:24]4[CH:25]=[C:26]([CH:31]=[CH:32][CH:33]=4)[C:27]([OH:29])=[O:28])=[CH:23][C:18]3=[N:17][CH:16]=2)[CH:12]=[CH:13][CH:14]=1)=[O:7] |f:0.1.2|. Reported procedure: Lithium hydroxide, monohydrate (89 mg, 2.1 mmol) was added to a mixture of methyl 3-[3-(3-{[(methylamino)carbonyl]amino}phenyl)imidazo[1,2-b]pyridazin-7-yl]benzoate (0.17 g, 0.43 mmol) in methanol (4.0 mL)/THF (2.0 mL)/water (1 mL) and then the reaction was stirred at r.t. for 4 h. The mixture was adjusted with conc. HCl to PH˜3. The volatiles were removed under reduced pressure to provide the crude product which was directly used in the next step without further purification. LCMS (M+H)+: m/z=3... Starting materials: Cl.ClC1=C2C=CN3C(C2=CC=C1)=NC(=C3C(=O)Cl)C (7-chloro-3-chloroformyl-2-methylimidazo[2,1-a]isoquinoline hydrochloride), [OH-].[NH4+] (ammonium hydroxide). Product: C(N)(=O)C1=C(N=C2N1C=CC1=C(C=CC=C21)Cl)C (3-carbamoyl-7-chloro-2-methylimidazo[2,1-a]isoquinoline). Reaction SMILES: Cl.[Cl:2][C:3]1[CH:12]=[CH:11][CH:10]=[C:9]2[C:4]=1[CH:5]=[CH:6][N:7]1[C:15]([C:16](Cl)=[O:17])=[C:14]([CH3:19])[N:13]=[C:8]12.[OH-].[NH4+:21]>>[C:16]([C:15]1[N:7]2[CH:6]=[CH:5][C:4]3[C:9]([C:8]2=[N:13][C:14]=1[CH3:19])=[CH:10][CH:11]=[CH:12][C:3]=3[Cl:2])(=[O:17])[NH2:21] |f:0.1,2.3|. Procedure details: To 28% ammonium hydroxide (50 ml) was added 7-chloro-3-chloroformyl-2-methylimidazo[2,1-a]isoquinoline hydrochloride (1.3 g) and the mixture was stirred under ice-cooling for 40 minutes. The resulting precipitate was collected by filtration, washed with water and recrystallized from a mixture of chloroform and methanol to give 3-carbamoyl-7-chloro-2-methylimidazo[2,1-a]isoquinoline (0.75 g). Starting materials: COc1ccc2[nH]cc(CC(C)N)c2c1, CO, c1cc2nnnn2cc1C1CO1. Product: COc1ccc2[nH]cc(CC(C)NCC(O)c3ccc4nnnn4c3)c2c1. RXN SMILES: [CH3:1][CH:2]([CH2:3][c:4]1[cH:5][nH:6][c:7]2[cH:8][cH:9][c:10]([O:13][CH3:14])[cH:11][c:12]12)[NH2:15].[CH3:28][OH:29].[n:16]1[n:17][n:18][n:19]2[c:20]1[cH:21][cH:22][c:23]([CH:25]1[O:26][CH2:27]1)[cH:24]2>>[CH3:1][CH:2]([CH2:3][c:4]1[cH:5][nH:6][c:7]2[cH:8][cH:9][c:10]([O:13][CH3:14])[cH:11][c:12]12)[NH:15][CH2:27][CH:25]([c:23]1[cH:22][cH:21][c:20]2[n:16][n:17][n:18][n:19]2[cH:24]1)[OH:26]. The reactants are NC1=C(C(=NN1C(CC)CCCCCC)C)C(=O)N (5-amino-3-methyl-(3-nonyl)-1H-pyrazole-4-carboxamide), COC=1C=C(C=CC1OC)CC(=O)OC (methyl 3,4-dimethoxyphenylacetate), [O-]CC.[Na+] (sodium ethoxide), C(O)([O-])=O.[Na+] (sodium hydrogen carbonate). The solvent is ClCCl (dichloromethane). The product is COC=1C=C(CC=2NC(C3=C(N2)N(N=C3C)C(CC)CCCCCC)=O)C=CC1OC (6-(3,4-Dimethoxy-benzyl)-1-(3-nonyl)-3-methyl-1,5-dihydro-pyrazolo[3,4-d]pyrimidin-4-one). The yield is 47.5%. As a reaction SMILES: [NH2:1][C:2]1[N:6]([CH:7]([CH2:10][CH2:11][CH2:12][CH2:13][CH2:14][CH3:15])[CH2:8][CH3:9])[N:5]=[C:4]([CH3:16])[C:3]=1[C:17]([NH2:19])=[O:18].[CH3:20][O:21][C:22]1[CH:23]=[C:24]([CH2:30][C:31](OC)=O)[CH:25]=[CH:26][C:27]=1[O:28][CH3:29].[O-]CC.[Na+].C(=O)([O-])O.[Na+]>ClCCl>[CH3:20][O:21][C:22]1[CH:23]=[C:24]([CH:25]=[CH:26][C:27]=1[O:28][CH3:29])[CH2:30][C:31]1[NH:19][C:17](=[O:18])[C:3]2[C:4]([CH3:16])=[N:5][N:6]([CH:7]([CH2:10][CH2:11][CH2:12][CH2:13][CH2:14][CH3:15])[CH2:8][CH3:9])[C:2]=2[N:1]=1 |f:2.3,4.5|. Procedure: 10 mg (0.036 mmol) of 5-amino-3-methyl-(3-nonyl)-1H-pyrazole-4-carboxamide and 57 mg (0.274 mmol) of methyl 3,4-dimethoxyphenylacetate are refluxed for 6 hours in 0.5 ml of a 0.5M ethanolic sodium ethoxide solution. After dichloromethane and saturated aqueous sodium hydrogen carbonate solution have been added, the phases are separated. Purification by chromatography gives 7.3 mg (48%) of a solid, Rf=0.57 (dichloromethane/methanol=15:1).